The task is: describe an organic reaction: reactants, conditions, products, and yield. This data is from the Open Reaction Database (ORD), a public repository of structured organic reaction records. Starting materials: ClC=1C=CC(=C(C=O)C1)O (5-chloro-2-hydroxy-benzaldehyde), C(=O)([O-])[O-].[K+].[K+] (K2CO3), CC1(COC1)COS(=O)(=O)C1=CC=C(C=C1)C (toluene-4-sulfonic acid 3-methyl-oxetan-3-ylmethyl ester), Example 13c. The solvent is CN(C=O)C (N,N-dimethylformamide). Conditions: temperature 100 celsius. The product is ClC=1C=CC(=C(C=O)C1)OCC1(COC1)C (5-chloro-2-(3-methyl-oxetan-3-ylmethoxy)-benzaldehyde). As a reaction SMILES: [Cl:1][C:2]1[CH:3]=[CH:4][C:5]([OH:10])=[C:6]([CH:9]=1)[CH:7]=[O:8].[CH3:11][C:12]1([CH2:16]OS(C2C=CC(C)=CC=2)(=O)=O)[CH2:15][O:14][CH2:13]1.C([O-])([O-])=O.[K+].[K+]>CN(C)C=O>[Cl:1][C:2]1[CH:3]=[CH:4][C:5]([O:10][CH2:11][C:12]2([CH3:16])[CH2:15][O:14][CH2:13]2)=[C:6]([CH:9]=1)[CH:7]=[O:8] |f:2.3.4|. Procedure: A mixture of 5-chloro-2-hydroxy-benzaldehyde (4.5 g, 29 mmol), toluene-4-sulfonic acid 3-methyl-oxetan-3-ylmethyl ester in Example 13c (6.4 g, 25 mmol) and K2CO3 (8 g, 58 mmol) in anhydrous N,N-dimethylformamide (40 mL) was heated at 100° C. for 1 h. Then the mixture was filtered and the filtrate was concentrated. The residue was dissolve in EtOAc (50 mL). The solution was washed with water, dried and concentrated to give title compound as a yellow oil (5.2 g).